The task is: describe an organic reaction: reactants, conditions, products, and yield. This data is from the Open Reaction Database (ORD), a public repository of structured organic reaction records. Reactants: CCOC(=O)c1cc(OCCOC)c(OCCOC)cc1N, ClCCl, O=C(O)c1cccc(CCl)c1, c1ccncc1. Product: CCOC(=O)c1cc(OCCOC)c(OCCOC)cc1NC(=O)c1cccc(CCl)c1. Reaction SMILES: [CH2:1]([CH3:2])[O:3][C:4]([c:5]1[c:6]([NH2:21])[cH:7][c:8]([O:16][CH2:17][CH2:18][O:19][CH3:20])[c:9]([O:11][CH2:12][CH2:13][O:14][CH3:15])[cH:10]1)=[O:22].[CH2:40]([Cl:41])[Cl:42].[Cl:29][CH2:30][c:31]1[cH:32][c:33]([C:34](=[O:35])[OH:36])[cH:37][cH:38][cH:39]1.[cH:23]1[cH:24][cH:25][n:26][cH:27][cH:28]1>>[CH2:1]([CH3:2])[O:3][C:4]([c:5]1[c:6]([NH:21][C:34]([c:33]2[cH:32][c:31]([CH2:30][Cl:29])[cH:39][cH:38][cH:37]2)=[O:35])[cH:7][c:8]([O:16][CH2:17][CH2:18][O:19][CH3:20])[c:9]([O:11][CH2:12][CH2:13][O:14][CH3:15])[cH:10]1)=[O:22]. Reactants: FC1=C(OC=2C=CC(=C(C2)C(C)=NO)[N+](=O)[O-])C=CC(=C1)Br (1-(5-(2-fluoro-4-bromophenoxy)-2-nitrophenyl)ethanone oxime), C([O-])([O-])=O.[K+].[K+] (potassium carbonate). Run in O (water), CS(=O)C (dimethyl sulfoxide). Run at time 2 day. Product: FC1=C(OC=2C=CC3=C(C(=NO3)C)C2)C=CC(=C1)Br (5-(2-fluoro-4-bromophenoxy)-3-methylbenzisoxazole). Reaction SMILES: [F:1][C:2]1[CH:21]=[C:20]([Br:22])[CH:19]=[CH:18][C:3]=1[O:4][C:5]1[CH:6]=[CH:7][C:8]([N+]([O-])=O)=[C:9]([C:11](=[N:13][OH:14])[CH3:12])[CH:10]=1.C(=O)([O-])[O-].[K+].[K+]>CS(C)=O.O>[F:1][C:2]1[CH:21]=[C:20]([Br:22])[CH:19]=[CH:18][C:3]=1[O:4][C:5]1[CH:6]=[CH:7][C:8]2[O:14][N:13]=[C:11]([CH3:12])[C:9]=2[CH:10]=1 |f:1.2.3|. Procedure: A 2.0 g sample of the oxime prepared as above was combined with 1.2 g of potassium carbonate in 25 ml of dimethyl sulfoxide and the mixture was allowed to stir at room temperature for two days. The resulting mixture was diluted with water and extracted with ether. The ether extract was washed with water, dried over magnesium sulfate, and concentrated under reduced pressure. The resulting oil was distilled in a Kugelrohr apparatus to obtain 0.6 g of a thick, amber oil, the nmr spectrum of which w...